Task: describe an organic reaction: reactants, conditions, products, and yield. Dataset: the Open Reaction Database (ORD), a public repository of structured organic reaction records Reactants: C(C)OC(=O)C1=CC2=C(N(C=N2)C2=CC=CC=C2)C(=C1)I (5-ethoxycarbonyl-7-iodo-1-phenylbenzimidazole), NC=1C=C(C=CC1)B(O)O (3-aminophenylboronic acid), C(CCO)O (1,3-propanediol), C([O-])([O-])=O.[K+].[K+] (potassium carbonate). The reagents and catalysts are Cl[Pd]([P](C1=CC=CC=C1)(C2=CC=CC=C2)C3=CC=CC=C3)([P](C4=CC=CC=C4)(C5=CC=CC=C5)C6=CC=CC=C6)Cl (bis(triphenylphosphin)palladium dichloride). Run in C(OC)COC (dimethoxyethane), O (water). The product is NC=1C=C(C=CC1)C1=CC(=CC2=C1N(C=N2)C2=CC=CC=C2)C(=O)OCC (7-(3-Aminophenyl)-5-ethoxycarbonyl-1-phenylbenzimidazole), solid. The yield is 68.0%. RXN SMILES: [CH2:1]([O:3][C:4]([C:6]1[CH:20]=[C:19](I)[C:9]2[N:10]([C:13]3[CH:18]=[CH:17][CH:16]=[CH:15][CH:14]=3)[CH:11]=[N:12][C:8]=2[CH:7]=1)=[O:5])[CH3:2].[NH2:22][C:23]1[CH:24]=[C:25](B(O)O)[CH:26]=[CH:27][CH:28]=1.C(O)CCO.C(=O)([O-])[O-].[K+].[K+]>C(COC)OC.O.Cl[Pd](Cl)([P](C1C=CC=CC=1)(C1C=CC=CC=1)C1C=CC=CC=1)[P](C1C=CC=CC=1)(C1C=CC=CC=1)C1C=CC=CC=1>[NH2:22][C:23]1[CH:28]=[C:27]([C:19]2[C:9]3[N:10]([C:13]4[CH:18]=[CH:17][CH:16]=[CH:15][CH:14]=4)[CH:11]=[N:12][C:8]=3[CH:7]=[C:6]([C:4]([O:3][CH2:1][CH3:2])=[O:5])[CH:20]=2)[CH:26]=[CH:25][CH:24]=1 |f:3.4.5,^1:52,71|. Procedure details: This was prepared analogously to the above product from 5-ethoxycarbonyl-7-iodo-1-phenylbenzimidazole (2.1 g, 5.36 mmol), 3-aminophenylboronic acid (1.1 g, 8.04 mmol), 1,3-propanediol (1.9 ml, 26.8 mmol), potassium carbonate (3.7 g, 26.8 mmol) and bis(triphenylphosphin)palladium dichloride (50 mg, 0.07 mmol) in a mixture of dimethoxyethane (10 ml) and water (5 ml). The title product was obtained as an off-white solid (1.30 g, 68%) m/z, 358.2 (M+H)+.